Dataset: the Open Reaction Database (ORD), a public repository of structured organic reaction records. Task: describe an organic reaction: reactants, conditions, products, and yield The product is C(=C)C=1N=C(C=2N=CN([C@H]3[C@H](O)[C@H](O)[C@@H](CO)O3)C2N1)N (2-vinyladenosine). Procedure details: To a solution of 2-iodoadenosine (1.585 g, 4.03 mmol) and bis(acetonitrile)palladium chloride (0.053 g, 0.20 mmol) in DMF (20 ml) was added vinyltributyltin (1.24 ml, 4.23 mmol), and the mixture stirred at 100° C. for 1 h. The reaction mixture was cooled and filtered. The solvent was evaporated and the residue was purified through silica gel with chloroform and 10% methanol/chloroform to give 1.099 g (92%) of 2-vinyladenosine: 1H NMR (Me2SO-d6) δ3.66 (m, 2H), 3.98 (m, 1H), 4.16 (m, 1H), 4.65 (m,... The reagents and catalysts are CC#N.CC#N.Cl[Pd]Cl (bis(acetonitrile)palladium chloride). RXN SMILES: I[C:2]1[N:3]=[C:4]([NH2:20])[C:5]2[N:6]=[CH:7][N:8]([C:18]=2[N:19]=1)[C@@H:9]1[O:17][C@H:14]([CH2:15][OH:16])[C@@H:12]([OH:13])[C@H:10]1[OH:11].[CH:21]([Sn](CCCC)(CCCC)CCCC)=[CH2:22]>CN(C=O)C.CC#N.CC#N.Cl[Pd]Cl>[CH:21]([C:2]1[N:3]=[C:4]([NH2:20])[C:5]2[N:6]=[CH:7][N:8]([C:18]=2[N:19]=1)[C@@H:9]1[O:17][C@H:14]([CH2:15][OH:16])[C@@H:12]([OH:13])[C@H:10]1[OH:11])=[CH2:22] |f:3.4.5|. Run at temperature 100 celsius, time 1 hour. Solvent: CN(C)C=O (DMF). Reactants: IC=1N=C(C=2N=CN([C@H]3[C@H](O)[C@H](O)[C@@H](CO)O3)C2N1)N (2-iodoadenosine), C(=C)[Sn](CCCC)(CCCC)CCCC (vinyltributyltin). Yield: 93.0%. Reactants: CC1C(C(CC1)=CN(C1=CC=CC=C1)C)=O (2-methyl-5-(N-methyl-anilinomethylene)cyclopentanone), BrC1=CC=C(C=C1)C (4-Bromotoluene), CC(C)([O-])C.[Na+] (sodium t-butoxide). Reagents/catalysts: C(C)(=O)[O-].[Pd+2].C(C)(=O)[O-] (palladium acetate). Solvent: C1(=CC=CC=C1)C (Toluene). Reaction conditions: time 1 minute. Product: C1(=CC=C(C=C1)C1(C(C(CC1)=CN(C1=CC=CC=C1)C)=O)C)C (2-(4-Tolyl)-2-methyl-5 (N-methyl-anilinomethylene)-cyclopentanone). Isolated yield 88.4%. RXN SMILES: [CH3:1][CH:2]1[CH2:6][CH2:5][C:4](=[CH:7][N:8]([CH3:15])[C:9]2[CH:14]=[CH:13][CH:12]=[CH:11][CH:10]=2)[C:3]1=[O:16].BrC1[CH:23]=[CH:22][C:21]([CH3:24])=[CH:20][CH:19]=1.[CH3:25]C(C)([O-])C.[Na+]>C([O-])(=O)C.[Pd+2].C([O-])(=O)C.C1(C)C=CC=CC=1>[C:21]1([CH3:24])[CH:22]=[CH:23][C:1]([C:2]2([CH3:25])[CH2:6][CH2:5][C:4](=[CH:7][N:8]([CH3:15])[C:9]3[CH:14]=[CH:13][CH:12]=[CH:11][CH:10]=3)[C:3]2=[O:16])=[CH:19][CH:20]=1 |f:2.3,4.5.6|. Reported procedure: An oven dried Schlenk tube equipped with a rubber septum was cooled under an argon purge. The septum was removed and the tube was charged with palladium acetate (5.6 mg, 0.025 mmol, 5 mol % Pd), (−)-1 (18.5 mg, 0.038 mmol, 7.5 mol %) and 2-methyl-5-(N-methyl-anilinomethylene)cyclopentanone (108 mg, 0.5 mmol). Toluene (2 mL) was added and the mixture was stirred for 1 min at room temperature. 4-Bromotoluene (171 mg, 1.0 mmol) and sodium t-butoxide (96 mg, 1.0 mmol) were added to the tube. The tub... The reactants are COC1(CCC(CC1)(CF)C1=CC(=C(C=C1)OC)OC1CCCC1)OC (4-(3-Cyclopentyloxy-4-methoxyphenyl)-4-(fluoromethyl)cyclohexan-1-one dimethyl ketal), Cl (hydrochloric acid). Solvent: C(C)(=O)OCC (ethyl acetate). Yields the product C1(CCCC1)OC=1C=C(C=CC1OC)C1(CCC(CC1)=O)CF (4-(3-Cyclopentyloxy-4-methoxyphenyl)-4-(fluoromethyl)cyclohexan-1-one). The yield is 24.6%. As a reaction SMILES: C[O:2][C:3]1(OC)[CH2:8][CH2:7][C:6]([C:11]2[CH:16]=[CH:15][C:14]([O:17][CH3:18])=[C:13]([O:19][CH:20]3[CH2:24][CH2:23][CH2:22][CH2:21]3)[CH:12]=2)([CH2:9][F:10])[CH2:5][CH2:4]1.Cl>C(OCC)(=O)C>[CH:20]1([O:19][C:13]2[CH:12]=[C:11]([C:6]3([CH2:9][F:10])[CH2:5][CH2:4][C:3](=[O:2])[CH2:8][CH2:7]3)[CH:16]=[CH:15][C:14]=2[O:17][CH3:18])[CH2:21][CH2:22][CH2:23][CH2:24]1. Procedure details: 4-(3-Cyclopentyloxy-4-methoxyphenyl)-4-(fluoromethyl)cyclohexan-1-one dimethyl ketal (0.35 g, 0.95 mmol) in ethyl acetate (2 mL) was treated with 1N hydrochloric acid (2 mL) and the mixture was stirred vigorously and gently heated for 10 min. The mixture was extracted with ethyl acetate, the organic extract was washed with 5% aqueous sodium carbonate, dried (magnesium sulfate) and the solvent was removed in vacuo. Purification by flash chromatography, eluting with 25% ethyl acetate/hexanes, foll... Starting materials: CCOC(=O)c1nc(-c2ccccc2)oc1Cl, CO, [H-], [Li+], C1CCOC1, [OH-], O. The product is O=C(O)c1nc(-c2ccccc2)oc1Cl. RXN SMILES: [CH2:1]([CH3:2])[O:3][C:4](=[O:5])[c:6]1[n:7][c:8](-[c:12]2[cH:13][cH:14][cH:15][cH:16][cH:17]2)[o:9][c:10]1[Cl:11].[CH3:23][OH:24].[H-:25].[Li+:27].[O:18]1[CH2:19][CH2:20][CH2:21][CH2:22]1.[OH-:26].[OH2:28]>>[O:3]=[C:4]([OH:5])[c:6]1[n:7][c:8](-[c:12]2[cH:13][cH:14][cH:15][cH:16][cH:17]2)[o:9][c:10]1[Cl:11]. Reactants: C1CCOC1 (THF), C(C)(C)(C)[Si](OCCN1CCC(CC1)N1N=CC(=C1)C=1C=CC=2N(N1)C(=CN2)CC=2C=C1C=CC=NC1=CC2F)(C)C (6-[6-(1-{1-[2-(tert-Butyl-dimethyl-silanyloxy)-ethyl]-piperidin-4-yl}-1H-pyrazol-4-yl)-imidazo[1,2-b]pyridazin-3-ylmethyl]-7-fluoro-quinoline), [F-].C(CCC)[N+](CCCC)(CCCC)CCCC (tetrabutylammonium fluoride), solution. The solvent is CCOC(=O)C (EtOAc). Run at time 2 hour. Yields the product FC1=C(C=C2C=CC=NC2=C1)CC1=CN=C2N1N=C(C=C2)C=2C=NN(C2)C2CCN(CC2)CCO (2-(4-{4-[3-(7-Fluoro-quinolin-6-ylmethyl)-imidazo[1,2-b]pyridazin-6-yl]-pyrazol-1-yl}-piperidin-1-yl)-ethanol). As a reaction SMILES: C1COCC1.C([Si](C)(C)[O:11][CH2:12][CH2:13][N:14]1[CH2:19][CH2:18][CH:17]([N:20]2[CH:24]=[C:23]([C:25]3[CH:26]=[CH:27][C:28]4[N:29]([C:31]([CH2:34][C:35]5[CH:36]=[C:37]6[C:42](=[CH:43][C:44]=5[F:45])[N:41]=[CH:40][CH:39]=[CH:38]6)=[CH:32][N:33]=4)[N:30]=3)[CH:22]=[N:21]2)[CH2:16][CH2:15]1)(C)(C)C.[F-].C([N+](CCCC)(CCCC)CCCC)CCC>CCOC(C)=O>[F:45][C:44]1[CH:43]=[C:42]2[C:37]([CH:38]=[CH:39][CH:40]=[N:41]2)=[CH:36][C:35]=1[CH2:34][C:31]1[N:29]2[N:30]=[C:25]([C:23]3[CH:22]=[N:21][N:20]([CH:17]4[CH2:18][CH2:19][N:14]([CH2:13][CH2:12][OH:11])[CH2:15][CH2:16]4)[CH:24]=3)[CH:26]=[CH:27][C:28]2=[N:33][CH:32]=1 |f:2.3|. Procedure: A flask was charged with THF (5 mL), 6-[6-(1-{1-[2-(tert-Butyl-dimethyl-silanyloxy)-ethyl]-piperidin-4-yl}-1H-pyrazol-4-yl)-imidazo[1,2-b]pyridazin-3-ylmethyl]-7-fluoro-quinoline (Stage 147.1, 96 mg, 0.164 mmol) and tetrabutylammonium fluoride (819 μL of a 1 M solution, 0.819 mmol). The mixture was stirred at rt for 2 h. The RM was diluted with EtOAc and washed with NaHCO3 and brine. The organic layer was dried over Na2SO4, filtered and concentrated. The residue was purified by MPLC, then taken ... Reactants: C(C)(C)(C)OC(N[C@H](CC1=C(C=CC=C1)F)C(N(C)OC)=O)=O ([(R)-2-(2-fluoro-phenyl)-1-(methoxy-methyl-carbamoyl)-ethyl]-carbamic acid tert-butyl ester), C(C)(C)(C)NC(C1=C(C=CC=C1C)Cl)=O (N-tert-butyl-2-chloro-6-methyl-benzamide). Yields the product C(C)(C)(C)OC(N[C@@H](C(CC1=C(C(=CC=C1)Cl)C(NC(C)(C)C)=O)=O)CC1=C(C=CC=C1)F)=O ([(R)-3-(2-tert-Butylcarbamoyl-3-chloro-phenyl)-1-(2-fluoro-benzyl)-2-oxo-propyl]-carbamic acid tert-butyl ester). Reaction SMILES: [C:1]([O:5][C:6](=[O:23])[NH:7][C@@H:8]([C:17](=[O:22])N(OC)C)[CH2:9][C:10]1[CH:15]=[CH:14][CH:13]=[CH:12][C:11]=1[F:16])([CH3:4])([CH3:3])[CH3:2].[C:24]([NH:28][C:29](=[O:38])[C:30]1[C:35]([CH3:36])=[CH:34][CH:33]=[CH:32][C:31]=1[Cl:37])([CH3:27])([CH3:26])[CH3:25]>>[C:1]([O:5][C:6](=[O:23])[NH:7][C@H:8]([CH2:9][C:10]1[CH:15]=[CH:14][CH:13]=[CH:12][C:11]=1[F:16])[C:17](=[O:22])[CH2:36][C:35]1[CH:34]=[CH:33][CH:32]=[C:31]([Cl:37])[C:30]=1[C:29](=[O:38])[NH:28][C:24]([CH3:26])([CH3:25])[CH3:27])([CH3:2])([CH3:3])[CH3:4]. Reported procedure: Using general procedure 2 with [(R)-2-(2-fluoro-phenyl)-1-(methoxy-methyl-carbamoyl)-ethyl]-carbamic acid tert-butyl ester (1.5 g, 4.6 mmol) and N-tert-butyl-2-chloro-6-methyl-benzamide (1.5 g, 4.6 mmol), followed by purification by silica gel flash column chromatography gives the title compound. The reactants are C1CCOC1, Cl, COC(=O)Cc1cc(C(F)(F)F)ccc1OCC(F)(F)F, [Li+], [OH-], O. Product: O=C(O)Cc1cc(C(F)(F)F)ccc1OCC(F)(F)F. As a reaction SMILES: [CH2:26]1[O:27][CH2:28][CH2:29][CH2:30]1.[ClH:25].[F:1][C:2]([CH2:3][O:4][c:5]1[c:6]([CH2:15][C:16](=[O:17])[O:18][CH3:19])[cH:7][c:8]([C:11]([F:12])([F:13])[F:14])[cH:9][cH:10]1)([F:20])[F:21].[Li+:24].[OH-:23].[OH2:22]>>[F:1][C:2]([CH2:3][O:4][c:5]1[c:6]([CH2:15][C:16](=[O:17])[OH:18])[cH:7][c:8]([C:11]([F:12])([F:13])[F:14])[cH:9][cH:10]1)([F:20])[F:21]. The reactants are C(=O)(C(F)(F)F)O (TFA), BrC=1C=NN(C1)C(=O)OC(C)(C)C (tert-butyl 4-bromo-1H-pyrazole-1-carboxylate), C(#N)CC1(CN(C1)C=1N=CC(=NC1)C(=O)NC(C)C)N1N=C(C(=C1)B1OC(C(O1)(C)C)(C)C)C (5-{3-(cyanomethyl)-3-[3-methyl-4-(4,4,5,5-tetramethyl-1,3,2-dioxaborolan-2-yl)-1H-pyrazol-1-yl]azetidin-1-yl}-N-isopropylpyrazine-2-carboxamide). The product is FC(C(=O)O)(F)F.C(#N)CC1(CN(C1)C=1N=CC(=NC1)C(=O)NC(C)C)N1N=C(C(=C1)C=1C=NNC1)C (5-[3-(Cyanomethyl)-3-(3-methyl-1H,1′H-4,4′-bipyrazol-1-yl)azetidin-1-yl]-N-isopropylpyrazine-2-carboxamide trifluoroacetate). RXN SMILES: [C:1]([OH:7])([C:3]([F:6])([F:5])[F:4])=[O:2].Br[C:9]1[CH:10]=[N:11][N:12](C(OC(C)(C)C)=O)[CH:13]=1.[C:21]([CH2:23][C:24]1([N:40]2[CH:44]=[C:43](B3OC(C)(C)C(C)(C)O3)[C:42]([CH3:54])=[N:41]2)[CH2:27][N:26]([C:28]2[N:29]=[CH:30][C:31]([C:34]([NH:36][CH:37]([CH3:39])[CH3:38])=[O:35])=[N:32][CH:33]=2)[CH2:25]1)#[N:22]>>[F:4][C:3]([F:6])([F:5])[C:1]([OH:7])=[O:2].[C:21]([CH2:23][C:24]1([N:40]2[CH:44]=[C:43]([C:9]3[CH:10]=[N:11][NH:12][CH:13]=3)[C:42]([CH3:54])=[N:41]2)[CH2:25][N:26]([C:28]2[N:29]=[CH:30][C:31]([C:34]([NH:36][CH:37]([CH3:38])[CH3:39])=[O:35])=[N:32][CH:33]=2)[CH2:27]1)#[N:22] |f:3.4|. Procedure: This compound was prepared as TFA salt by using procedures analogous to those described for the synthesis of Example 4, Step 6 starting from tert-butyl 4-bromo-1H-pyrazole-1-carboxylate and 5-{3-(cyanomethyl)-3-[3-methyl-4-(4,4,5,5-tetramethyl-1,3,2-dioxaborolan-2-yl)-1H-pyrazol-1-yl]azetidin-1-yl}-N-isopropylpyrazine-2-carboxamide. LCMS calculated for C20H24N9O (M+1)+: m/z=406.2. Found: 406.1. Starting materials: CS(=O)(=O)O (methanesulfonic acid), CS(=O)(=O)O.C1(CC1)C(=O)OC1=CC2=CC=C(C=C2C=C1)C(N)=N (6-amidino-2-naphthyl cyclopropanecarboxylate methanesulfonate), C(C)OCC (ethyl ether). Solvent: CO (methanol). Product: C1(CC1)C(=O)OC1=CC2=CC=C(C=C2C=C1)C(N)=N (6-amidino-2-naphthyl cyclopropanecarboxylate). As a reaction SMILES: CS(O)(=O)=O.C(OCC)C.CS(O)(=O)=O.[CH:16]1([C:19]([O:21][C:22]2[CH:31]=[CH:30][C:29]3[C:24](=[CH:25][CH:26]=[C:27]([C:32](=[NH:34])[NH2:33])[CH:28]=3)[CH:23]=2)=[O:20])[CH2:18][CH2:17]1>CO>[CH:16]1([C:19]([O:21][C:22]2[CH:31]=[CH:30][C:29]3[C:24](=[CH:25][CH:26]=[C:27]([C:32](=[NH:33])[NH2:34])[CH:28]=3)[CH:23]=2)=[O:20])[CH2:17][CH2:18]1 |f:2.3|. Reported procedure: To a solution of 5.0 g of 6-amidino-2-naphthol methanesulfonate in 50 ml of anhydrous pyridine, while being cooled in ice, was added dropwise with stirring 1.9 g of cyclopropanecarbonyl chloride. The mixture was stirred overnight at room temperature, and the insolubles were separated and washed with a small volume of pyridine. The filtrate and the washings were poured into stirred ethyl ether. The crystals were collected by filtration, washed with ethyl ether, dissolved in water, and poured into...